Task: describe an organic reaction: reactants, conditions, products, and yield. Dataset: the Open Reaction Database (ORD), a public repository of structured organic reaction records Reactants: ClC1=CC=CC(=N1)CC(=O)N(N(F)F)F (2-(6-Chloro-2-pyridyl)trifluoroacetic acid, hydrazide), C(Cl)Cl (methylene chloride), C(Cl)Cl (methylene chloride), N1=CC=CC=C1 (pyridine), ClC(C(=O)Cl)Cl (dichloroacetyl chloride). The product is ClC1=CC=CC(=N1)C(C(=O)NN)(Cl)Cl (2-(6-Chloro-2-pyridyl)dichloroacetic acid, hydrazide). As a reaction SMILES: ClC1N=C(CC([N:11](F)[N:12](F)F)=O)C=CC=1.[N:16]1[CH:21]=[CH:20][CH:19]=[CH:18][CH:17]=1.[Cl:22][CH:23]([Cl:27])[C:24](Cl)=[O:25].C(Cl)[Cl:29]>>[Cl:29][C:21]1[N:16]=[C:17]([C:23]([Cl:27])([Cl:22])[C:24]([NH:11][NH2:12])=[O:25])[CH:18]=[CH:19][CH:20]=1. Procedure details: A mixture of 3.0 g. of 2-chloro-6-hydrazinopyridine (prepared in Example 1), 1.8 g. of pyridine and 50 ml. of methylene chloride is cooled to 0° C. in a ice bath, then a solution of 3.23 g. of dichloroacetyl chloride in 10 ml. of methylene chloride is added dropwise with stirring. The reaction mixture is stirred for 2 hours, then the fine precipitate is collected and rinsed with ice-cold methylene chloride and dried to provide 4.0 g. of the product of the Example m.p. 198°-200° C. The reactants are ClC1=CC=2C3=C(N(C2C=C1)CC(C)(O)C=1C=NC(=CC1)C)CCN(C3)C (1-(8-Chloro-1,2,3,4-tetrahydro-2-methylpyrido[4,3-b]indol-5-yl)-2-(6-methylpyridin-3-yl)propan-2-ol), S(O)(O)(=O)=O (sulfuric acid), [OH-].[K+] (KOH). The solvent is ice water. Product: ClC1=CC=2C3=C(N(C2C=C1)\C=C(/C)\C=1C=NC(=CC1)C)CCN(C3)C ((E)-8-chloro-2,3,4,5-tetrahydro-2-methyl-5-(2-(6-methylpyridin-3-yl)prop-1-enyl)-1H-pyrido[4,3-b]indole). Reaction SMILES: [Cl:1][C:2]1[CH:10]=[CH:9][C:8]2[N:7]([CH2:11][C:12]([C:15]3[CH:16]=[N:17][C:18]([CH3:21])=[CH:19][CH:20]=3)(O)[CH3:13])[C:6]3[CH2:22][CH2:23][N:24]([CH3:26])[CH2:25][C:5]=3[C:4]=2[CH:3]=1.S(=O)(=O)(O)O.[OH-].[K+]>>[Cl:1][C:2]1[CH:10]=[CH:9][C:8]2[N:7](/[CH:11]=[C:12](/[C:15]3[CH:16]=[N:17][C:18]([CH3:21])=[CH:19][CH:20]=3)\[CH3:13])[C:6]3[CH2:22][CH2:23][N:24]([CH3:26])[CH2:25][C:5]=3[C:4]=2[CH:3]=1 |f:2.3|. Procedure details: 1-(8-Chloro-1,2,3,4-tetrahydro-2-methylpyrido[4,3-b]indol-5-yl)-2-(6-methylpyridin-3-yl)propan-2-ol (1 g, 2.70 mmol, 1 equiv.) was refluxed with 25% sulfuric acid (7 mL) for 2 h. The reaction mixture was cooled to 5° C. in ice-water bath. KOH (15% aqueous solution) was added dropwise to the reaction mixture until pH 9-10 was achieved. The reaction mixture was extracted with EtOAc (3×10 mL). The combined organic layer was washed with water (10 mL) followed by brine, dried over sodium sulfate and ... Reactants: B(F)(F)F.CCOCC (boron trifluoride ethyl etherate), C([O-])(O)=O.[Na+] (sodium bicarbonate), CC1=C(N)C(=CC=C1)C(C)(C)O (2-methyl-6-(1-hydroxy-1-methylethyl)-aniline). Run in C(C)O (ethanol), C(Cl)Cl (methylene chloride). Conditions: time 2 day. Product: CC1=C(N)C(=CC=C1)C(C)(C)OCC (2-methyl-6-(1-ethoxy-1-methylethyl)-aniline). The yield is 93.1%. As a reaction SMILES: B(F)(F)F.[CH3:5][CH2:6]OCC.[CH3:10][C:11]1[CH:17]=[CH:16][CH:15]=[C:14]([C:18]([OH:21])([CH3:20])[CH3:19])[C:12]=1[NH2:13].C(=O)(O)[O-].[Na+]>C(O)C.C(Cl)Cl>[CH3:10][C:11]1[CH:17]=[CH:16][CH:15]=[C:14]([C:18]([O:21][CH2:5][CH3:6])([CH3:19])[CH3:20])[C:12]=1[NH2:13] |f:0.1,3.4|. Reported procedure: In this example 0.03 moles of boron trifluoride ethyl etherate was added dropwise to a mixture containing 0.03 moles of 2-methyl-6-(1-hydroxy-1-methylethyl)-aniline in 50 ml of ethanol and 50 ml methylene chloride. The mixture was refluxed for two hours and then allowed to stand for two days. The mixture was then poured into about 700 ml of saturated aqueous sodium bicarbonate solution stirred and extracted with methylene chloride. The extract was filtered through diatomaceous earth, dried and e... Reactants: Cl.C(C)OC(COC1=C(C=C(C=C1)Cl)C1NCCC2=C1SC=N2)=O ((±)-[4-chloro-2-(4,5,6,7-tetrahydro-thiazolo[5,4-c]pyridin-4-yl)-phenoxy]-acetic acid ethyl ester hydrochloride), C1CCOC1 (THF). The solvent is CCO (EtOH), [OH-].[Na+] (NaOH). Conditions: time 18 hour. The product is C(C)(C)OC(COC1=C(C=C(C=C1)Cl)C1NCCC2=C1SC=N2)=O ((±)-[4-Chloro-2-(4,5,6,7-tetrahydro-thiazolo[5,4-c]pyridin-4-yl)-phenoxyl]-acetic acid isopropyl ester). As a reaction SMILES: Cl.[CH2:2]([O:4][C:5](=[O:24])[CH2:6][O:7][C:8]1[CH:13]=[CH:12][C:11]([Cl:14])=[CH:10][C:9]=1[CH:15]1[C:20]2[S:21][CH:22]=[N:23][C:19]=2[CH2:18][CH2:17][NH:16]1)[CH3:3].[CH2:25]1COCC1>CCO.[OH-].[Na+]>[CH:2]([O:4][C:5](=[O:24])[CH2:6][O:7][C:8]1[CH:13]=[CH:12][C:11]([Cl:14])=[CH:10][C:9]=1[CH:15]1[C:20]2[S:21][CH:22]=[N:23][C:19]=2[CH2:18][CH2:17][NH:16]1)([CH3:25])[CH3:3] |f:0.1,4.5|. Reported procedure: To a solution of (±)-[4-chloro-2-(4,5,6,7-tetrahydro-thiazolo[5,4-c]pyridin-4-yl)-phenoxy]-acetic acid ethyl ester hydrochloride (1.70 g, 4.37 mmol, 1 eq.) in THF (50 mL) and EtOH (25 mL), 1M aq. NaOH (50 mL) was added. The pale yellow solution was stirred at r.t. for 18 hours, then concentrated in vacuo. The resulting aq. layer was carefully acidified with 2N aq. HCl. The mixture was extracted with DCM (3×100 mL). The comb. org. phases were dried over MgSO4 and concentrated in vacuo. The residu...